This data is from the Open Reaction Database (ORD), a public repository of structured organic reaction records. The task is: describe an organic reaction: reactants, conditions, products, and yield Starting materials: Cl.CN(CCCl)C (2-dimethylaminoethylchloride-hydrochloride), FC1=CC2=C(SC3=C(C=4SC(=NC24)CO)C=CC=C3)C=C1 ((5-fluoro-1,8-dithia-3-aza-dibenzo[e,h]azulene-2-yl)-methanol). The reagents and catalysts are [Cl-].C(C1=CC=CC=C1)[N+](CC)(CC)CC (benzyltriethylammonium chloride). Solvent: [OH-].[Na+] (sodium hydroxide), C1(=CC=CC=C1)C (toluene), O (water). The product is FC1=CC2=C(SC3=C(C=4SC(=NC24)COCCN(C)C)C=CC=C3)C=C1 ([2-(5-Fluoro-1,8-dithia-3-aza-dibenzo[e,h]azulene-2-ylmethoxy)-ethyl]-dimethylamine). RXN SMILES: Cl.[CH3:2][N:3]([CH3:7])[CH2:4][CH2:5]Cl.[F:8][C:9]1[CH:28]=[CH:27][C:12]2[S:13][C:14]3[CH:26]=[CH:25][CH:24]=[CH:23][C:15]=3[C:16]3[S:17][C:18]([CH2:21][OH:22])=[N:19][C:20]=3[C:11]=2[CH:10]=1>[OH-].[Na+].[Cl-].C([N+](CC)(CC)CC)C1C=CC=CC=1.C1(C)C=CC=CC=1.O>[F:8][C:9]1[CH:28]=[CH:27][C:12]2[S:13][C:14]3[CH:26]=[CH:25][CH:24]=[CH:23][C:15]=3[C:16]3[S:17][C:18]([CH2:21][O:22][CH2:5][CH2:4][N:3]([CH3:7])[CH3:2])=[N:19][C:20]=3[C:11]=2[CH:10]=1 |f:0.1,3.4,5.6|. Procedure: To a solution of 2-dimethylaminoethylchloride-hydrochloride (12 mmoles) in 50% sodium hydroxide (5 ml), benzyltriethylammonium chloride (0.65 mmole) and a solution of the alcohol 80 (1.1 mmole) in toluene (5 ml) were added. The reaction mixture was heated under vigorous stirring and refluxing for 3 hours. Then it was cooled to room temperature, diluted with water and extracted with dichloromethane. After purification by chromatography on a silica gel column, an oily product was isolated. Starting materials: Cl (hydrochloric acid), O (water), COC=1CC=2CC[C@H]3[C@@H]4CCC([C@@]4(C)CC[C@@H]3C2CC1)=C (17-Methylenestra-2,5(10)-dien-3-yl methyl ether), C([O-])(O)=O.[Na+] (sodium bicarbonate). Solvent: CO (methanol), CC(=O)C (acetone). Conditions: time 1 hour. Product: C=C1[C@]2(C)[C@@H](CC1)[C@@H]1CCC3=CC(CC[C@@H]3[C@H]1CC2)=O (17-Methylenestr-4-en-3-one). As a reaction SMILES: Cl.O.C[O:4][C:5]1[CH2:6][C:7]2[CH2:8][CH2:9][C@@H:10]3[C@@H:19]([C:20]=2[CH2:21][CH:22]=1)[CH2:18][CH2:17][C@@:15]1([CH3:16])[C@H:11]3[CH2:12][CH2:13][C:14]1=[CH2:23].C(=O)(O)[O-].[Na+]>CO.CC(C)=O>[CH2:23]=[C:14]1[CH2:13][CH2:12][C@H:11]2[C@H:10]3[C@H:19]([CH2:18][CH2:17][C@:15]12[CH3:16])[C@@H:20]1[C:7](=[CH:6][C:5](=[O:4])[CH2:22][CH2:21]1)[CH2:8][CH2:9]3 |f:3.4|. Reported procedure: Con. hydrochloric acid (6.0 mL) and water (6.0 mL) were added to a solution of 17-methylenestra-2,5(10)-dien-3-yl methyl ether (15, 702.8 mg. 2.471 mmol) in methanol (6 mL) and acetone (20 mL). See Example 17. After stirring 1 h, sodium bicarbonate (7.50 g) was added cautiously. The mixture was concentrated under reduced pressure once effervescence had ceased and water (50 mL) was added. The mixture was extracted three times with 25 mL portions of methylene chloride. The combined organic extract...